This data is from the Open Reaction Database (ORD), a public repository of structured organic reaction records. The task is: describe an organic reaction: reactants, conditions, products, and yield Reaction conditions: time 8 hour. Product: ClC1=CC=C(C=C1)C=1N=C(SC1CC(=O)OCC)S (4-(4-chlorophenyl)-2-mercapto-5-thiazole acetic acid, ethyl ester). The solvent is C(C)O (ethanol). Reaction SMILES: Br[CH:2]([C:9](=O)[C:10]1[CH:15]=[CH:14][C:13]([Cl:16])=[CH:12][CH:11]=1)[CH2:3][C:4]([O:6][CH2:7][CH3:8])=[O:5].[C:18](=[S:21])([S-:20])[NH2:19].[NH4+]>C(O)C>[Cl:16][C:13]1[CH:14]=[CH:15][C:10]([C:9]2[N:19]=[C:18]([SH:21])[S:20][C:2]=2[CH2:3][C:4]([O:6][CH2:7][CH3:8])=[O:5])=[CH:11][CH:12]=1 |f:1.2|. Yield: 80.0%. Starting materials: BrC(CC(=O)OCC)C(C1=CC=C(C=C1)Cl)=O (3-bromo-3-p-chlorobenzoylpropionic acid, ethyl ester), C(N)([S-])=S.[NH4+] (ammonium dithiocarbamate). Procedure details: 50.0 g. (0.157 m.) 3-bromo-3-p-chlorobenzoylpropionic acid, ethyl ester and 17.5 g. (0.157 m.) ammonium dithiocarbamate in 500 ml. absolute ethanol are heated at gentle reflux for 5 hours. The reaction mixture is allowed to stand at room temperature overnight. The solid which results is dissolved in 800 ml. of methylene chloride and the solution is washed with 500 ml. of water. The methylene chloride layer is dried over anhydrous magnesium sulfate, and after removal of the methylene chloride the...